This data is from the Open Reaction Database (ORD), a public repository of structured organic reaction records. The task is: describe an organic reaction: reactants, conditions, products, and yield The reactants are C(C)OC=1C=C(C=CC1OCC)C1=NC(=NO1)C1=C2CCN(C2=CC=C1)C(=O)NCCC(=O)OCC (Ethyl 3-(4-(5-(3,4-diethoxyphenyl)-1,2,4-oxadiazol-3-yl)indoline-1-carboxamido)propanoate), C(CCCCCCC)C1=CC=C(C=C1)NC(NCCC(=O)OCC)=O (ethyl 3-(3-(4-octylphenyl)ureido)propanoate). Product: C(C)OC=1C=C(C=CC1OCC)C1=NC(=NO1)C1=C2CCN(C2=CC=C1)C(=O)NCCC(=O)O (3-(4-(5-(3,4-Diethoxyphenyl)-1,2,4-oxadiazol-3-yl)indoline-1-carboxamido)propanoic acid). Isolated yield 61.0%. Reaction SMILES: [CH2:1]([O:3][C:4]1[CH:5]=[C:6]([C:13]2[O:17][N:16]=[C:15]([C:18]3[CH:26]=[CH:25][CH:24]=[C:23]4[C:19]=3[CH2:20][CH2:21][N:22]4[C:27]([NH:29][CH2:30][CH2:31][C:32]([O:34]CC)=[O:33])=[O:28])[N:14]=2)[CH:7]=[CH:8][C:9]=1[O:10][CH2:11][CH3:12])[CH3:2].C(C1C=CC(NC(=O)NCCC(OCC)=O)=CC=1)CCCCCCC>>[CH2:1]([O:3][C:4]1[CH:5]=[C:6]([C:13]2[O:17][N:16]=[C:15]([C:18]3[CH:26]=[CH:25][CH:24]=[C:23]4[C:19]=3[CH2:20][CH2:21][N:22]4[C:27]([NH:29][CH2:30][CH2:31][C:32]([OH:34])=[O:33])=[O:28])[N:14]=2)[CH:7]=[CH:8][C:9]=1[O:10][CH2:11][CH3:12])[CH3:2]. Procedure: When the product of Step A was substituted for ethyl 3-(3-(4-octylphenyl)ureido)propanoate in Example 11, Step B the identical process afforded the title compound in 61% yield. 1H-NMR (CDCl3) 8.03 (d, 1H, J=9 Hz); 7.72 (dd, 1H, J=1.9, 8.4 Hz): 7.59-7.56 (m, 2H); 7.27 (t, 1H, J=7.9 Hz); 7.16 (d, 1H, J=8.6 Hz); 6.76 (t, 1H, J=5.3 Hz); 4.04-4.16 (m, 4H); 3.92 (t, 2H, J=8.6 Hz); 3.43 (tr, 2H, J=8.4 Hz); 3.36-3.28 (m, 2H+H2O); 2.48-2.42 (m, 2H); 1.37-1.32 (m, 6H). Starting materials: Cc1nc2c(cc1CO)CC1CN(C(=O)OC(C)(C)C)CC(C)N21, CI, [H-], [Na+]. Product: COCc1cc2c(nc1C)N1C(C)CN(C(=O)OC(C)(C)C)CC1C2. RXN SMILES: [C:1]([CH3:2])([CH3:3])([CH3:4])[O:5][C:6](=[O:7])[N:8]1[CH2:9][CH:10]2[CH2:11][c:12]3[cH:13][c:14]([CH2:23][OH:24])[c:15]([CH3:22])[n:16][c:17]3[N:18]2[CH:19]([CH3:21])[CH2:20]1.[CH3:27][I:28].[H-:25].[Na+:26]>>[C:1]([CH3:2])([CH3:3])([CH3:4])[O:5][C:6](=[O:7])[N:8]1[CH2:9][CH:10]2[CH2:11][c:12]3[cH:13][c:14]([CH2:23][O:24][CH3:27])[c:15]([CH3:22])[n:16][c:17]3[N:18]2[CH:19]([CH3:21])[CH2:20]1. Reactants: [I-].[Na+] (sodium iodide), CS(=O)(=O)OCCC(C1=CC=CC=C1)C1=CC=CC=C1 (3,3-diphenylpropyl methanesulfonate). Run in CC(=O)C (acetone), CC(=O)C (acetone). The product is C1(=CC=CC=C1)C(CCI)C1=CC=CC=C1 (3,3-Diphenylpropyl Iodide). Isolated yield 84.8%. RXN SMILES: [I-:1].[Na+].CS(O[CH2:8][CH2:9][CH:10]([C:17]1[CH:22]=[CH:21][CH:20]=[CH:19][CH:18]=1)[C:11]1[CH:16]=[CH:15][CH:14]=[CH:13][CH:12]=1)(=O)=O>CC(C)=O>[C:11]1([CH:10]([C:17]2[CH:22]=[CH:21][CH:20]=[CH:19][CH:18]=2)[CH2:9][CH2:8][I:1])[CH:16]=[CH:15][CH:14]=[CH:13][CH:12]=1 |f:0.1|. Procedure: To a solution of sodium iodide (2.80 g, 18.9 mmol) in acetone (20 mL) was added a solution of 3,3-diphenylpropyl methanesulfonate (5.00 g, 17.2 mmol) in acetone (10 mL) at 0° C. and the mixture was refluxed for 3 hours. After cooling, the solvent was distilled off under reduced pressure and the residue was diluted with water (30 mL) and extracted with 2 portions of ethyl acetate. The pooled extract was washed with saturated aqueous sodium chloride solution, dried over MgSO4, and filtered. The fi... As a reaction SMILES: [CH2:1]([CH:3]1[NH:12][C:11]2[C:6](=[CH:7][CH:8]=[C:9]([F:13])[CH:10]=2)[N:5]2[CH:14]=[CH:15][CH:16]=[C:4]12)[CH3:2].[C:17](Cl)(=[O:26])[C:18]1[CH:23]=[CH:22][CH:21]=[C:20]([O:24][CH3:25])[CH:19]=1>>[CH2:1]([CH:3]1[N:12]([C:17](=[O:26])[C:18]2[CH:23]=[CH:22][CH:21]=[C:20]([O:24][CH3:25])[CH:19]=2)[C:11]2[C:6](=[CH:7][CH:8]=[C:9]([F:13])[CH:10]=2)[N:5]2[CH:14]=[CH:15][CH:16]=[C:4]12)[CH3:2]. The product is C(C)C1C=2N(C3=CC=C(C=C3N1C(C1=CC(=CC=C1)OC)=O)F)C=CC2 (4-Ethyl-7-fluoro-5-(3-methoxybenzoyl)-4,5-dihydropyrrolo[1,2-a]quinoxaline). Starting materials: C(C)C1C=2N(C3=CC=C(C=C3N1)F)C=CC2 (4-ethyl-7-fluoro-4,5-dihydropyrrolo[1,2-a]quinoxaline), C(C1=CC(=CC=C1)OC)(=O)Cl (m-anisoyl chloride). Procedure details: 4-Ethyl-7-fluoro-5-(3-methoxybenzoyl)-4,5-dihydropyrrolo[1,2-a]quinoxaline was prepared from the product of Example 17 and m-anisoyl chloride according to the procedure of Example 106, Step 2 mp 70-74° C. MS (ESI) m/z 351; Anal. Calcd for C21H19FN2O2: C, 71.99; H, 5.47; N, 7.99. Found: C, 70.08; H, 5.55; N, 7.14. Reactants: C[C@]12CC[C@@]3([C@@H]([C@H]2CC[C@@H]2[C@]4(CC=C(C([C@@H]4CC[C@@]12C)(C)C)C1=CC=C(C(=O)O)C=C1)C)[C@@H](CC3)C(=C)C)NCCNS(=O)(=O)C (4-((1R,3aS,5aR,5bR,7aR,11aS,11bR,13aR,13bR)-5a,5b,8,8,11a-pentamethyl-3a-((2-(methylsulfonamido)ethyl)amino)-1-(prop-1-en-2-yl)-2,3,3a,4,5,5a,5b,6,7,7a,8,11,11a,11b,12,13,13a,13b-octadecahydro-1H-cyclopenta[a]chrysen-9-yl)benzoic acid), CC(C)S(=O)(=O)Cl (propane-2-sulfonyl chloride). The product is C[C@]12CC[C@@]3([C@@H]([C@H]2CC[C@@H]2[C@]4(CC=C(C([C@@H]4CC[C@@]12C)(C)C)C1=CC=C(C(=O)O)C=C1)C)[C@@H](CC3)C(=C)C)NCCNS(=O)(=O)C(C)C (4-((1R,3aS,5aR,5bR,7aR,11aS,11bR,13aR,13bR)-5a,5b,8,8,11a-pentamethyl-3a-((2-(1-methylethylsulfonamido)ethyl)amino)-1-(prop-1-en-2-yl)-2,3,3a,4,5,5a,5b,6,7,7a,8,11,11a,11b,12,13,13a,13b-octadecahydro-1H-cyclopenta[a]chrysen-9-yl)benzoic acid), oil. The yield is 34.0%. RXN SMILES: [CH3:1][C@:2]12[C@@:19]3([CH3:20])[C@@H:10]([C@:11]4([CH3:32])[C@@H:16]([CH2:17][CH2:18]3)[C:15]([CH3:22])([CH3:21])[C:14]([C:23]3[CH:31]=[CH:30][C:26]([C:27]([OH:29])=[O:28])=[CH:25][CH:24]=3)=[CH:13][CH2:12]4)[CH2:9][CH2:8][C@@H:7]1[C@H:6]1[C@H:33]([C:36]([CH3:38])=[CH2:37])[CH2:34][CH2:35][C@:5]1([NH:39][CH2:40][CH2:41][NH:42]S(C)(=O)=O)[CH2:4][CH2:3]2.[CH3:47][CH:48]([S:50](Cl)(=[O:52])=[O:51])[CH3:49]>>[CH3:1][C@:2]12[C@@:19]3([CH3:20])[C@@H:10]([C@:11]4([CH3:32])[C@@H:16]([CH2:17][CH2:18]3)[C:15]([CH3:21])([CH3:22])[C:14]([C:23]3[CH:31]=[CH:30][C:26]([C:27]([OH:29])=[O:28])=[CH:25][CH:24]=3)=[CH:13][CH2:12]4)[CH2:9][CH2:8][C@@H:7]1[C@H:6]1[C@H:33]([C:36]([CH3:38])=[CH2:37])[CH2:34][CH2:35][C@:5]1([NH:39][CH2:40][CH2:41][NH:42][S:50]([CH:48]([CH3:49])[CH3:47])(=[O:52])=[O:51])[CH2:4][CH2:3]2. Reported procedure: The title compound was prepared following the method described above for the synthesis of 4-((1R,3aS,5aR,5bR,7aR,11aS,11bR,13aR,13bR)-5a,5b,8,8,11a-pentamethyl-3a-((2-(methylsulfonamido)ethyl)amino)-1-(prop-1-en-2-yl)-2,3,3a,4,5,5a,5b,6,7,7a,8,11,11a,11b,12,13,13a,13b-octadecahydro-1H-cyclopenta[a]chrysen-9-yl)benzoic acid using propane-2-sulfonyl chloride as the reagent in Step 1. The product was isolated as a colorless oil (3.5 mg, 34%). LCMS: m/e 679.55 (M+H)+, 2.36 min (method 11). 1H NMR (4... Reported procedure: 1.67 g of the amide of Stage A, 1.39 g of methyl iodo benzoate (Preparation 7), 2.5 g of copper and 4 ml of dimethylformamide were mixed together in an autoclave at 200° C. for 90 minutes. After evaporation of the dimethyl-formamide, extraction was carried out with methylene chloride, followed by concentration under reduced pressure and purification by chromatography on silica, eluting with a cyclohexane/ethyl acetate mixture (7/3) to obtain 337.5 mg of Product A and 766 mg of Product B. Reagents/catalysts: [Cu] (copper). Reaction SMILES: [CH:1]([N:4]([CH:20]([CH3:22])[CH3:21])[C:5]([C:7]1[CH:12]=[C:11]([N+:13]([O-:15])=[O:14])[C:10](Cl)=[C:9]([N+:17]([O-:19])=[O:18])[CH:8]=1)=[O:6])([CH3:3])[CH3:2].CN(C)[CH:25]=[O:26]>[Cu]>[NH2:17][C:9]1[CH:8]=[C:7]([C:5]([N:4]([CH:1]([CH3:2])[CH3:3])[CH:20]([CH3:22])[CH3:21])=[O:6])[CH:12]=[C:11]([N+:13]([O-:15])=[O:14])[C:10]=1[C:10]1[CH:11]=[CH:12][C:7]([C:5]([O:26][CH3:25])=[O:6])=[CH:8][CH:9]=1.[CH:1]([N:4]([CH:20]([CH3:22])[CH3:21])[C:5]([C:7]1[CH:12]=[C:11]([N+:13]([O-:15])=[O:14])[C:10]([C:10]2[CH:11]=[CH:12][C:7]([C:5]([O:26][CH3:25])=[O:6])=[CH:8][CH:9]=2)=[C:9]([N+:17]([O-:19])=[O:18])[CH:8]=1)=[O:6])([CH3:3])[CH3:2]. The reactants are C(C)(C)N(C(=O)C1=CC(=C(C(=C1)[N+](=O)[O-])Cl)[N+](=O)[O-])C(C)C (N,N-bis-(isopropyl)-4-chloro-3,5-dinitro-benzenecarboxamide), methyl iodo benzoate, CN(C=O)C (dimethylformamide). The product is NC1=C(C(=CC(=C1)C(=O)N(C(C)C)C(C)C)[N+](=O)[O-])C1=CC=C(C=C1)C(=O)OC (methyl 2'-amino-4'-[[bis-(isopropyl)-amino]-carbonyl]-6'-nitro-(1,1'-biphenyl)-4-carboxylate), C(C)(C)N(C(=O)C1=CC(=C(C(=C1)[N+](=O)[O-])C1=CC=C(C=C1)C(=O)OC)[N+](=O)[O-])C(C)C (methyl 4'-[[bis-(isopropyl)-amino]-carbonyl]-2', 6'-dinitro-(1,1'-biphenyl)-4-carboxylate).